Dataset: the Open Reaction Database (ORD), a public repository of structured organic reaction records. Task: describe an organic reaction: reactants, conditions, products, and yield Conditions: temperature -78 celsius, time 1 hour. Reactants: C[Li] (Methyllithium), solution, ClC1=C(C=C(C=C1)N1CCC(CC1)C(=O)OCC)OC (ethyl 1-(4-chloro-3-methoxyphenyl)piperidine-4-carboxylate), ClCI (chloroiodomethane), C(=O)=O.CC(=O)C (CO2 acetone). Yield: 42.7%. The product is ClCC(=O)C1CCN(CC1)C1=CC(=C(C=C1)Cl)OC (2-chloro-1-(1-(4-chloro-3-methoxyphenyl)piperidin-4-yl)ethanone). As a reaction SMILES: [Cl:1][C:2]1[CH:7]=[CH:6][C:5]([N:8]2[CH2:13][CH2:12][CH:11]([C:14]([O:16]CC)=O)[CH2:10][CH2:9]2)=[CH:4][C:3]=1[O:19][CH3:20].[Cl:21][CH2:22]I.C(=O)=O.CC(C)=O.C[Li]>CCOCC.C1COCC1>[Cl:21][CH2:22][C:14]([CH:11]1[CH2:10][CH2:9][N:8]([C:5]2[CH:6]=[CH:7][C:2]([Cl:1])=[C:3]([O:19][CH3:20])[CH:4]=2)[CH2:13][CH2:12]1)=[O:16] |f:2.3|. The solvent is CCOCC (Et2O), C1CCOC1 (THF). Reported procedure: A dry 3-neck, 250-mL round bottom flask was charged with ethyl 1-(4-chloro-3-methoxyphenyl)piperidine-4-carboxylate (3.0 g, 10.07 mmol), anhydrous THF (50.4 mL) and chloroiodomethane (0.878 mL, 12.09 mmol). The flask was fitted with a rubber septum and pressure-equalized dropping funnel topped with an inert gas inlet and placed under a nitrogen atmosphere. The mixture was cooled to −78° C. (CO2/acetone bath). Methyllithium (7.56 mL of a 1.6 M solution in Et2O, 12.09 mmol) was added dropwise to t...